From a dataset of the Open Reaction Database (ORD), a public repository of structured organic reaction records. describe an organic reaction: reactants, conditions, products, and yield Starting materials: FC=1C(=CC(=NC1)OC)C1=C(C=C(C(=O)OC)C=C1)C1(CCCC1)C=C (Methyl 4-(5-fluoro-2-methoxypyridin-4-yl)-3-(1-vinylcyclopentyl)benzoate), C(C)OCC (diethyl ether), [H-].[H-].[H-].[H-].[Li+].[Al+3] (LAH), solution. The solvent is C1CCOC1 (THF). Run at temperature 50 celsius, time 1 hour. The product is FC=1C(=CC(=NC1)OC)C1=C(C=C(C=C1)CO)C1(CCCC1)C=C ((4-(5-Fluoro-2-methoxypyridin-4-yl)-3-(1-vinylcyclopentyl)phenyl)methanol). Reaction SMILES: [F:1][C:2]1[C:3]([C:10]2[CH:19]=[CH:18][C:13]([C:14](OC)=[O:15])=[CH:12][C:11]=2[C:20]2([CH:25]=[CH2:26])[CH2:24][CH2:23][CH2:22][CH2:21]2)=[CH:4][C:5]([O:8][CH3:9])=[N:6][CH:7]=1.[H-].[H-].[H-].[H-].[Li+].[Al+3].C(OCC)C>C1COCC1>[F:1][C:2]1[C:3]([C:10]2[CH:19]=[CH:18][C:13]([CH2:14][OH:15])=[CH:12][C:11]=2[C:20]2([CH:25]=[CH2:26])[CH2:24][CH2:23][CH2:22][CH2:21]2)=[CH:4][C:5]([O:8][CH3:9])=[N:6][CH:7]=1 |f:1.2.3.4.5.6|. Procedure details: To a solution of methyl 4-(5-fluoro-2-methoxypyridin-4-yl)-3-(1-vinylcyclopentyl)benzoate 26.5 (51.0 mg, 143 μmol) in THF (2.0 mL) was slowly added LAH, (1.0 M solution in diethyl ether (0.30 mL, 287 μmol)) at room temperature. The resulting mixture was stirred at 50° C. for 1 hour. The product was obtained after work up and solvent removal. The desired product was used in the next step without further purification. MS ESI (pos.) m/e: 328.2 (M+H)+. Reactants: CN1CCNC1=S, CO, Cc1cc2ccccc2n1C, [I-], I, [K+], O. Yields the product Cc1c(SC2=NCCN2C)c2ccccc2n1C, I. Reaction SMILES: [CH3:15][N:16]1[C:17](=[S:21])[NH:18][CH2:19][CH2:20]1.[CH3:23][OH:24].[CH3:4][n:5]1[c:6]([CH3:14])[cH:7][c:8]2[cH:9][cH:10][cH:11][cH:12][c:13]12.[I-:3].[I:1].[K+:2].[OH2:22]>>[CH3:4][n:5]1[c:6]([CH3:14])[c:7]([S:21][C:17]2=[N:18][CH2:19][CH2:20][N:16]2[CH3:15])[c:8]2[cH:9][cH:10][cH:11][cH:12][c:13]12.[IH:3]. Reactants: CCOCC, CCC(C(=O)OC(=O)C(CC)c1ccccc1)c1ccccc1. The product is CCC(C(=O)O)c1ccccc1. As a reaction SMILES: [CH3:24][CH2:25][O:26][CH2:27][CH3:28].[c:1]1([CH:7]([C:8](=[O:9])[O:10][C:11](=[O:12])[CH:13]([c:14]2[cH:15][cH:16][cH:17][cH:18][cH:19]2)[CH2:20][CH3:21])[CH2:22][CH3:23])[cH:2][cH:3][cH:4][cH:5][cH:6]1>>[c:1]1([CH:7]([C:8](=[O:9])[OH:10])[CH2:22][CH3:23])[cH:2][cH:3][cH:4][cH:5][cH:6]1. The reactants are NC=1C2=C(N=C(N1)CCCC)C(=CN2COCC2=CC=CC=C2)C#CCCO (4-(4-amino-5-((benzyloxy)methyl)-2-butyl-5H-pyrrolo[3,2-d]pyrimidin-7-yl)but-3-yn-1-ol). Reagents/catalysts: [Pd] (Pd/C). The solvent is C(C)(=O)OCC (ethyl acetate), C(C)O (ethanol). Yields the product NC=1C2=C(N=C(N1)CCCC)C(=CN2COCC2=CC=CC=C2)CCCCO (4-(4-Amino-5-((benzyloxy)methyl)-2-butyl-5H-pyrrolo[3,2-d]pyrimidin-7-yl)butan-1-ol). As a reaction SMILES: [NH2:1][C:2]1[C:3]2[N:14]([CH2:15][O:16][CH2:17][C:18]3[CH:23]=[CH:22][CH:21]=[CH:20][CH:19]=3)[CH:13]=[C:12]([C:24]#[C:25][CH2:26][CH2:27][OH:28])[C:4]=2[N:5]=[C:6]([CH2:8][CH2:9][CH2:10][CH3:11])[N:7]=1>C(OCC)(=O)C.C(O)C.[Pd]>[NH2:1][C:2]1[C:3]2[N:14]([CH2:15][O:16][CH2:17][C:18]3[CH:19]=[CH:20][CH:21]=[CH:22][CH:23]=3)[CH:13]=[C:12]([CH2:24][CH2:25][CH2:26][CH2:27][OH:28])[C:4]=2[N:5]=[C:6]([CH2:8][CH2:9][CH2:10][CH3:11])[N:7]=1. Procedure details: A solution of 4-(4-amino-5-((benzyloxy)methyl)-2-butyl-5H-pyrrolo[3,2-d]pyrimidin-7-yl)but-3-yn-1-ol (948 mg, 2.505 mmol) in ethyl acetate (50 mL) and ethanol (50 mL) was hydrogenated using the H-cube (settings: 25° C., Full H2, 1 mL/min flow rate) and 10% Pd/C CatCart 70 as the catalyst. The reaction mixture was concentrated in vacuo at 60° C. to give the title compound as a viscous yellow oil which crystallised on standing (884 mg).